From a dataset of the Open Reaction Database (ORD), a public repository of structured organic reaction records. describe an organic reaction: reactants, conditions, products, and yield Reactants: ClC=1C(=C(C=CC1)[C@H]1N(C[C@H]([C@]1(C#N)C1=C(C=C(C=C1)Cl)F)CC(C)(C)C)C(=O)NCC(=O)O)F (rac-{[(2S,3S,4S)-2-(3-chloro-2-fluoro-phenyl)-3-(4-chloro-2-fluoro-phenyl)-3-cyano-4-(2,2-dimethyl-propyl)-pyrrolidine-1-carbonyl]-amino}-acetic acid), CN (methylamine). The product is CNC(=O)CNC(=O)N1C(C(C(C1)CC(C)(C)C)(C#N)C1=C(C=C(C=C1)Cl)F)C1=C(C(=CC=C1)Cl)F (rac-(2S,3S,4S)-2-(3-chloro-2-fluoro-phenyl)-3-(4-chloro-2-fluoro-phenyl)-3-cyano-4-(2,2-dimethyl-propyl)-pyrrolidine-1-carboxylic acid methylcarbamoylmethyl-amide). Yield: 77.1%. Reaction SMILES: [Cl:1][C:2]1[C:3]([F:35])=[C:4]([C@@H:8]2[C@:12]([C:15]3[CH:20]=[CH:19][C:18]([Cl:21])=[CH:17][C:16]=3[F:22])([C:13]#[N:14])[C@H:11]([CH2:23][C:24]([CH3:27])([CH3:26])[CH3:25])[CH2:10][N:9]2[C:28]([NH:30][CH2:31][C:32](O)=[O:33])=[O:29])[CH:5]=[CH:6][CH:7]=1.[CH3:36][NH2:37]>>[CH3:36][NH:37][C:32]([CH2:31][NH:30][C:28]([N:9]1[CH2:10][CH:11]([CH2:23][C:24]([CH3:27])([CH3:26])[CH3:25])[C:12]([C:15]2[CH:20]=[CH:19][C:18]([Cl:21])=[CH:17][C:16]=2[F:22])([C:13]#[N:14])[CH:8]1[C:4]1[CH:5]=[CH:6][CH:7]=[C:2]([Cl:1])[C:3]=1[F:35])=[O:29])=[O:33]. Procedure: In a manner similar to the method described in Example 60, a mixture of rac-{[(2S,3S,4S)-2-(3-chloro-2-fluoro-phenyl)-3-(4-chloro-2-fluoro-phenyl)-3-cyano-4-(2,2-dimethyl-propyl)-pyrrolidine-1-carbonyl]-amino}-acetic acid (22.6 mg, 0.0432 mmole, example 64) was reacted with a solution of methylamine (0.04 mL, 2M in THF, 0.080 mmol, Aldrich) to give rac-(2S,3S,4S)-2-(3-chloro-2-fluoro-phenyl)-3-(4-chloro-2-fluoro-phenyl)-3-cyano-4-(2,2-dimethyl-propyl)-pyrrolidine-1-carboxylic acid methylcarbamoy... Starting materials: O=[N+]([O-])[O-].[O-][N+]([O-])=O.[O-][N+]([O-])=O.[O-][N+]([O-])=O.[O-][N+]([O-])=O.[O-][N+]([O-])=O.[Ce+4].[NH4+].[NH4+] (CAN), COC1=C(C(=C(C2=C1CCC(CC2)CCN2C=NC1=C2C=CC=C1)OC)OC)OC (1-[2-(1,2,3,4-tetramethoxy-6,7,8,9-tetrahydro-5H-benzo[a]cyclohepten-7-yl)ethyl]-1H-benzo[d]imidazole), N1=C(C=CC=C1C(=O)O)C(=O)O (pyridine-2,6-dicarboxylic acid), C1CCOC1 (THF). The solvent is C([O-])(O)=O.[Na+] (sodium bicarbonate), O (water), O (water). Run at time 15 minute. Yields the product N1(C=NC2=C1C=CC=C2)CCC2CCC1=C(CC2)C(C(=C(C1=O)OC)OC)=O (7-[2-(1H-Benzo[d]imidazol-1-yl)ethyl]-2,3-dimethoxy-4,5,6,7,8,9-hexahydro-1H-benzo[a]cycloheptene-1,4-dione). Isolated yield 68.1%. Reaction SMILES: C[O:2][C:3]1[C:8]2[CH2:9][CH2:10][CH:11]([CH2:14][CH2:15][N:16]3[C:20]4[CH:21]=[CH:22][CH:23]=[CH:24][C:19]=4[N:18]=[CH:17]3)[CH2:12][CH2:13][C:7]=2[C:6]([O:25]C)=[C:5]([O:27][CH3:28])[C:4]=1[O:29][CH3:30].N1C(C(O)=O)=CC=CC=1C(O)=O.C1COCC1.O=[N+]([O-])[O-].[O-][N+](=O)[O-].[O-][N+](=O)[O-].[O-][N+](=O)[O-].[O-][N+](=O)[O-].[O-][N+](=O)[O-].[Ce+4].[NH4+].[NH4+]>C(=O)(O)[O-].[Na+].O>[N:16]1([CH2:15][CH2:14][CH:11]2[CH2:10][CH2:9][C:8]3[C:3](=[O:2])[C:4]([O:29][CH3:30])=[C:5]([O:27][CH3:28])[C:6](=[O:25])[C:7]=3[CH2:13][CH2:12]2)[C:20]2[CH:21]=[CH:22][CH:23]=[CH:24][C:19]=2[N:18]=[CH:17]1 |f:3.4.5.6.7.8.9.10.11,12.13|. Procedure: To a mixture of 1-[2-(1,2,3,4-tetramethoxy-6,7,8,9-tetrahydro-5H-benzo[a]cyclohepten-7-yl)ethyl]-1H-benzo[d]imidazole (380 mg), pyridine-2,6-dicarboxylic acid (465 mg), THF (8 ml), and water (4 ml) was added an water (4 ml) solution of CAN (2.03 g) with cooling with ice. After being stirred for 15 min, the reaction mixture was diluted with saturated aqueous sodium bicarbonate and extracted with ethyl acetate. The organic layer was washed with saturated aqueous sodium bicarbonate, water, and satu... Reactants: COC(C1=CC(=C(C(=C1)Cl)F)CNC(=O)[C@H]1N(C[C@@H](C1)F)C(CN1C=C(C2=CC=CC=C12)C(C)=O)=O)=O (3-[({(2S,4R)-1-[2-(3-acetyl-indol-1-yl)-acetyl]-4-fluoro-pyrrolidine-2-carbonyl}-amino)-methyl]-5-chloro-4-fluoro-benzoic acid methyl ester), Example 523, O[Li].O (LiOH.H2O). The solvent is C1CCOC1.CO.O (THF MeOH—H2O). Reaction conditions: time 4 hour. The product is C(C)(=O)C1=CN(C2=CC=CC=C12)CC(=O)N1[C@@H](C[C@H](C1)F)C(=O)NCC=1C=C(C(=O)O)C=C(C1F)Cl (3-[({(2S,4R)-1-[2-(3-Acetyl-indol-1-yl)-acetyl]-4-fluoro-pyrrolidine-2-carbonyl}-amino)-methyl]-5-chloro-4-fluoro-benzoic acid). Reaction SMILES: C[O:2][C:3](=[O:37])[C:4]1[CH:9]=[C:8]([Cl:10])[C:7]([F:11])=[C:6]([CH2:12][NH:13][C:14]([C@@H:16]2[CH2:20][C@@H:19]([F:21])[CH2:18][N:17]2[C:22](=[O:36])[CH2:23][N:24]2[C:32]3[C:27](=[CH:28][CH:29]=[CH:30][CH:31]=3)[C:26]([C:33](=[O:35])[CH3:34])=[CH:25]2)=[O:15])[CH:5]=1.O[Li].O>C1COCC1.CO.O>[C:33]([C:26]1[C:27]2[C:32](=[CH:31][CH:30]=[CH:29][CH:28]=2)[N:24]([CH2:23][C:22]([N:17]2[CH2:18][C@H:19]([F:21])[CH2:20][C@H:16]2[C:14]([NH:13][CH2:12][C:6]2[CH:5]=[C:4]([CH:9]=[C:8]([Cl:10])[C:7]=2[F:11])[C:3]([OH:37])=[O:2])=[O:15])=[O:36])[CH:25]=1)(=[O:35])[CH3:34] |f:1.2,3.4.5|. Reported procedure: To 3-[({(2S,4R)-1-[2-(3-acetyl-indol-1-yl)-acetyl]-4-fluoro-pyrrolidine-2-carbonyl}-amino)-methyl]-5-chloro-4-fluoro-benzoic acid methyl ester Example 523 (35.0 mg, 0.066 mmol) in THF-MeOH—H2O (ratio 2:1:1; 1 mL) was added LiOH.H2O (2.76 mg, 0.066 mmol). The reaction mixture was stirred at RT for 4 h. Volatiles were evaporated and the residue was taken up in water, Acidification to pH=1 by addition of a 6M HCl solution formed a precipitate which was filtered and dried at 50° C. in vacuo for 1 h ... Reactants: O1C(COC2N(C(C3=CC=CC=C23)=O)C2=CC=CC=C2)C1 (3-(2,3-epoxypropoxy)-2-phenyl-isoindolin-1-one), CN1CCNCC1 (1-methylpiperazine). Solvent: C1(=CC=CC=C1)C (toluene). The product is OC(COC1N(C(C2=CC=CC=C12)=O)C1=CC=CC=C1)CN1CCN(CC1)C (3-[2-hydroxy-3-(4-methylpiperazin-1-yl)-propoxy]-2-phenyl-isoindolin-1-one). Isolated yield 127.3%. As a reaction SMILES: [O:1]1[CH2:21][CH:2]1[CH2:3][O:4][CH:5]1[C:13]2[C:8](=[CH:9][CH:10]=[CH:11][CH:12]=2)[C:7](=[O:14])[N:6]1[C:15]1[CH:20]=[CH:19][CH:18]=[CH:17][CH:16]=1.[CH3:22][N:23]1[CH2:28][CH2:27][NH:26][CH2:25][CH2:24]1>C1(C)C=CC=CC=1>[OH:1][CH:2]([CH2:21][N:26]1[CH2:27][CH2:28][N:23]([CH3:22])[CH2:24][CH2:25]1)[CH2:3][O:4][CH:5]1[C:13]2[C:8](=[CH:9][CH:10]=[CH:11][CH:12]=2)[C:7](=[O:14])[N:6]1[C:15]1[CH:16]=[CH:17][CH:18]=[CH:19][CH:20]=1. Reported procedure: A solution of 3-(2,3-epoxypropoxy)-2-phenyl-isoindolin-1-one (8.4 g.) and 1-methylpiperazine (3.6 g.) in anhydrous toluene (84 cc.) is heated under reflux for 3 days. After cooling, the reaction mixture is washed with water (2 × 50 cc.) and then the organic solution is extracted with 1N hydrochloric acid (55 cc.) and water (3 × 20 cc.). The aqueous and acid solutions are combined and are rendered alkaline by addition of 1N sodium hydroxide solution (55 cc.). The oil which separates out is extrac... The reactants are C(C)(C)(C)OC(=O)N([C@H](C(=O)N[C@H](C(=O)N1CC2=CC(=CC=C2C[C@H]1C(N[C@@H]1CCCC2=CC=CC=C12)=O)C(=O)O)C(C)(C)C)C)C ((S)-2-((S)-2-((S)-2-((tert-butoxycarbonyl)(methyl)amino)propanamido)-3,3-dimethylbutanoyl)-3-(((R)-1,2,3,4-tetrahydronaphthalen-1-yl)carbamoyl)-1,2,3,4-tetrahydroisoquinoline-7-carboxylic acid), C(C)(C)(C)OC(=O)N1CC(C[C@H]1C(=O)OC)C1=CC=C2C[C@H](N(CC2=C1)C(=O)OC(C)(C)C)C(=O)OC ((3S)-2-tert-butyl 3-methyl 7-((5S)-1-(tert-butoxycarbonyl)-5-(methoxycarbonyl)pyrrolidin-3-yl)-3,4-dihydroisoquinoline-2,3(1H)-dicarboxylate). Product: C(C)(C)(C)OC(=O)N1CC2=CC(=CC=C2C[C@H]1C(=O)O)[C@@H]1CN([C@@H](C1)C(=O)O)C(=O)OC(C)(C)C ((S)-2-(tert-Butoxycarbonyl)-7-((3R,5S)-1-(tert-butoxycarbonyl)-5-carboxypyrrolidin-3-yl)-1,2,3,4-tetrahydroisoquinoline-3-carboxylic acid). Yield: 95.6%. As a reaction SMILES: C(OC(N(C)[C@@H](C)C(N[C@@H](C(C)(C)C)C(N1[C@H](C(=O)N[C@H]2C3C(=CC=CC=3)CCC2)CC2C(=CC(C(O)=O)=CC=2)C1)=O)=O)=O)(C)(C)C.[C:48]([O:52][C:53]([N:55]1[C@H:59]([C:60]([O:62]C)=[O:61])[CH2:58][CH:57]([C:64]2[CH:73]=[C:72]3[C:67]([CH2:68][C@@H:69]([C:81]([O:83]C)=[O:82])[N:70]([C:74]([O:76][C:77]([CH3:80])([CH3:79])[CH3:78])=[O:75])[CH2:71]3)=[CH:66][CH:65]=2)[CH2:56]1)=[O:54])([CH3:51])([CH3:50])[CH3:49]>>[C:77]([O:76][C:74]([N:70]1[C@H:69]([C:81]([OH:83])=[O:82])[CH2:68][C:67]2[C:72](=[CH:73][C:64]([C@H:57]3[CH2:58][C@@H:59]([C:60]([OH:62])=[O:61])[N:55]([C:53]([O:52][C:48]([CH3:51])([CH3:50])[CH3:49])=[O:54])[CH2:56]3)=[CH:65][CH:66]=2)[CH2:71]1)=[O:75])([CH3:80])([CH3:79])[CH3:78]. Procedure details: Following a procedure analogous to that for the synthesis of Compound K of Example 1, (3S)-2-tert-butyl 3-methyl 7-((5S)-1-(tert-butoxycarbonyl)-5-(methoxycarbonyl)pyrrolidin-3-yl)-3,4-dihydroisoquinoline-2,3(1H)-dicarboxylate (500 mg, 0.96 mmol) was converted to the title compound (450 mg, 95%). MS (ESI+) m/z 491.4 (M+H)+. Reactants: Cc1ncsc1C, OC(CCl)c1ccccc1, O. Product: Cc1sc[n+](CC(O)c2ccccc2)c1C, [Cl-]. RXN SMILES: [CH3:11][c:12]1[n:13][cH:14][s:15][c:16]1[CH3:17].[Cl:1][CH2:2][CH:3]([OH:4])[c:5]1[cH:6][cH:7][cH:8][cH:9][cH:10]1.[OH2:18]>>[CH2:2]([CH:3]([OH:4])[c:5]1[cH:6][cH:7][cH:8][cH:9][cH:10]1)[n+:13]1[c:12]([CH3:11])[c:16]([CH3:17])[s:15][cH:14]1.[Cl-:1]. The reactants are CC(C)(C)OC(=O)N1CCC(C(=O)O)C1, O=C(O)C(F)(F)F. Product: O=C([O-])C(F)(F)F, O=C(O)C1CC[NH2+]C1. As a reaction SMILES: [C:1]([O:2][C:3](=[O:4])[N:8]1[CH2:9][CH:10]([C:13](=[O:14])[OH:15])[CH2:11][CH2:12]1)([CH3:5])([CH3:6])[CH3:7].[F:16][C:17]([C:18](=[O:19])[OH:20])([F:21])[F:22]>>[F:16][C:17]([C:18](=[O:19])[O-:20])([F:21])[F:22].[NH2+:8]1[CH2:9][CH:10]([C:13](=[O:14])[OH:15])[CH2:11][CH2:12]1. Yields the product NCCSCc1ccncc1. As a reaction SMILES: [CH3:23][CH2:24][OH:25].[Cl:15][CH2:16][c:17]1[cH:18][cH:19][n:20][cH:21][cH:22]1.[ClH:3].[ClH:8].[Na+:2].[OH-:1].[SH:4][CH2:5][CH2:6][NH2:7].[n:9]1[cH:10][cH:11][cH:12][cH:13][cH:14]1>>[S:4]([CH2:5][CH2:6][NH2:7])[CH2:16][c:17]1[cH:18][cH:19][n:20][cH:21][cH:22]1. The reactants are CCO, ClCc1ccncc1, Cl, Cl, [Na+], [OH-], NCCS, c1ccncc1.